Dataset: the Open Reaction Database (ORD), a public repository of structured organic reaction records. Task: describe an organic reaction: reactants, conditions, products, and yield Reactants: CCCCN=C=O, Cc1ccc(N)cc1C(=O)c1ccc(Nc2ccc(F)cc2F)cc1Cl, C1COCCO1. Product: CCCCNC(=O)Nc1ccc(C)c(C(=O)c2ccc(Nc3ccc(F)cc3F)cc2Cl)c1. As a reaction SMILES: [CH3:27][CH2:28][CH2:29][CH2:30][N:31]=[C:32]=[O:33].[NH2:1][c:2]1[cH:3][cH:4][c:5]([CH3:26])[c:6]([C:8](=[O:9])[c:10]2[c:11]([Cl:25])[cH:12][c:13]([NH:16][c:17]3[c:18]([F:24])[cH:19][c:20]([F:23])[cH:21][cH:22]3)[cH:14][cH:15]2)[cH:7]1.[O:34]1[CH2:35][CH2:36][O:37][CH2:38][CH2:39]1>>[NH:1]([c:2]1[cH:3][cH:4][c:5]([CH3:26])[c:6]([C:8](=[O:9])[c:10]2[c:11]([Cl:25])[cH:12][c:13]([NH:16][c:17]3[c:18]([F:24])[cH:19][c:20]([F:23])[cH:21][cH:22]3)[cH:14][cH:15]2)[cH:7]1)[C:32]([NH:31][CH2:30][CH2:29][CH2:28][CH3:27])=[O:33]. RXN SMILES: [NH2:1][c:2]1[cH:3][c:4]([F:18])[c:5]([O:6][c:7]2[cH:8][c:9]([C:13](=[O:14])[NH2:15])[n:10][cH:11][cH:12]2)[cH:16][cH:17]1.[nH:19]1[c:20]2[n:21][cH:22][cH:23][c:24]([O:25][c:26]3[cH:27][cH:28][c:29]([NH:30][c:36]4[c:37]([C:38](=[O:39])[NH:40][c:41]5[c:42]([F:48])[cH:43][c:44]([F:47])[cH:45][cH:46]5)[cH:49][cH:50][cH:51][n:52]4)[cH:31][c:32]3[F:33])[c:34]2[cH:35][cH:53]1>>[NH:1]([c:2]1[cH:3][c:4]([F:18])[c:5]([O:6][c:7]2[cH:8][c:9]([C:13](=[O:14])[NH2:15])[n:10][cH:11][cH:12]2)[cH:16][cH:17]1)[c:36]1[c:37]([C:38](=[O:39])[NH:40][c:41]2[c:42]([F:48])[cH:43][c:44]([F:47])[cH:45][cH:46]2)[cH:49][cH:50][cH:51][n:52]1. Starting materials: NC(=O)c1cc(Oc2ccc(N)cc2F)ccn1, O=C(Nc1ccc(F)cc1F)c1cccnc1Nc1ccc(Oc2ccnc3[nH]ccc23)c(F)c1. Yields the product NC(=O)c1cc(Oc2ccc(Nc3ncccc3C(=O)Nc3ccc(F)cc3F)cc2F)ccn1. The reactants are O=C1CCC(=O)N1Br, CCOC(=O)c1cc[nH]c1C, CCOCC, C1CCOC1, O. Yields the product CCOC(=O)c1cc(Br)[nH]c1C. RXN SMILES: [Br:12][N:13]1[C:14](=[O:15])[CH2:16][CH2:17][C:18]1=[O:19].[CH3:1][c:2]1[nH:3][cH:4][cH:5][c:6]1[C:7](=[O:8])[O:9][CH2:10][CH3:11].[CH3:21][CH2:22][O:23][CH2:24][CH3:25].[O:26]1[CH2:27][CH2:28][CH2:29][CH2:30]1.[OH2:20]>>[CH3:1][c:2]1[nH:3][c:4]([Br:12])[cH:5][c:6]1[C:7](=[O:8])[O:9][CH2:10][CH3:11]. The reactants are O=C(O)c1c(-c2ccccc2)c2cc(Br)ccc2c(=O)n1Cc1ccc2c(c1)OCO2, OCc1cccnc1. The product is O=C(OCc1cccnc1)c1c(-c2ccccc2)c2cc(Br)ccc2c(=O)n1Cc1ccc2c(c1)OCO2. As a reaction SMILES: [O:1]1[CH2:2][O:3][c:4]2[c:5]1[cH:6][cH:7][c:8]([CH2:10][n:11]1[c:12](=[O:31])[c:13]3[cH:14][cH:15][c:16]([Br:30])[cH:17][c:18]3[c:19](-[c:24]3[cH:25][cH:26][cH:27][cH:28][cH:29]3)[c:20]1[C:21](=[O:22])[OH:23])[cH:9]2.[n:32]1[cH:33][c:34]([CH2:38][OH:39])[cH:35][cH:36][cH:37]1>>[O:1]1[CH2:2][O:3][c:4]2[c:5]1[cH:6][cH:7][c:8]([CH2:10][n:11]1[c:12](=[O:31])[c:13]3[cH:14][cH:15][c:16]([Br:30])[cH:17][c:18]3[c:19](-[c:24]3[cH:25][cH:26][cH:27][cH:28][cH:29]3)[c:20]1[C:21]([O:22][CH2:38][c:34]1[cH:33][n:32][cH:37][cH:36][cH:35]1)=[O:23])[cH:9]2. The reactants are C#CCBr, C1CCOC1, COCCOCCO, O. The product is C#CCOCCOCCOC. Reaction SMILES: [Br:9][CH2:10][C:11]#[CH:12].[CH2:14]1[O:15][CH2:16][CH2:17][CH2:18]1.[CH3:1][O:2][CH2:3][CH2:4][O:5][CH2:6][CH2:7][OH:8].[OH2:13]>>[CH3:1][O:2][CH2:3][CH2:4][O:5][CH2:6][CH2:7][O:8][CH2:12][C:11]#[CH:10]. Starting materials: FC1=C(C=C(C=C1)OC)C1=C(C=C(C=C1)C(=O)OC)CO (Methyl 2′-fluoro-2-(hydroxymethyl)-5′-(methyloxy)-1,1′-biphenyl-4-carboxylate), [H-].[Na+] (NaH), C(C)I (Ethyl iodide). Solvent: CCOC(=O)C (EtOAc), CN(C)C=O (DMF). Conditions: time 10 minute. Product: C(C)OCC1=C(C=CC(=C1)C(=O)OC)C1=C(C=CC(=C1)OC)F (Methyl 2-((ethyloxy)methyl)-2′-fluoro-5′-(methyloxy)-1,1′-biphenyl-4-carboxylate). Yield: 79.0%. Reaction SMILES: [F:1][C:2]1[CH:7]=[CH:6][C:5]([O:8][CH3:9])=[CH:4][C:3]=1[C:10]1[CH:15]=[CH:14][C:13]([C:16]([O:18][CH3:19])=[O:17])=[CH:12][C:11]=1[CH2:20][OH:21].[H-].[Na+].[CH2:24](I)[CH3:25]>CN(C=O)C.CCOC(C)=O>[CH2:24]([O:21][CH2:20][C:11]1[CH:12]=[C:13]([C:16]([O:18][CH3:19])=[O:17])[CH:14]=[CH:15][C:10]=1[C:3]1[CH:4]=[C:5]([O:8][CH3:9])[CH:6]=[CH:7][C:2]=1[F:1])[CH3:25] |f:1.2|. Procedure: To a solution of 66.63A (0.200 g, 0.689 mmol) in DMF (5 mL), was added NaH (0.0198 g, 0.827 mmol). The reaction was stirred at room temperature for 10 minutes. Ethyl iodide was then added and the reaction was stirred at room temperatures for 1 hour. The mixture was diluted with EtOAc, washed with water and brine, and dried over anhydrous Na2SO4. After removing solvent, the residue was purified by flash chromatography (silica gel, 1:1 EtOAc/hexane) and gave 67.23A in 79% yield. MS ESI (pos.) m/e:... Reactants: [H][H] (hydrogen), C(C1=CC=CC=C1)OC1=CC=C(C=C1)C(C(F)(F)F)(C)OC (1-benzyloxy-4-(1-methoxy-1-methyl-2,2,2-trifluoroethyl)benzene). The reagents and catalysts are [Pd] (palladium). The solvent is C(C)(=O)O (acetic acid). Product: COC(C(F)(F)F)(C)C1=CC=C(C=C1)O (4-(1-methoxy-1-methyl-2,2,2-trifluoroethyl)phenol). RXN SMILES: [H][H].C([O:10][C:11]1[CH:16]=[CH:15][C:14]([C:17]([O:23][CH3:24])([CH3:22])[C:18]([F:21])([F:20])[F:19])=[CH:13][CH:12]=1)C1C=CC=CC=1>C(O)(=O)C.[Pd]>[CH3:24][O:23][C:17]([C:14]1[CH:13]=[CH:12][C:11]([OH:10])=[CH:16][CH:15]=1)([CH3:22])[C:18]([F:19])([F:20])[F:21]. Procedure details: At 50° C. and a hydrogen pressure of 5 bar, 24.5 g of 1-benzyloxy-4-(1-methoxy-1-methyl-2,2,2-trifluoroethyl)benzene in 150 ml of glacial acetic acid were hydrogenated in the presence of 1.4 g of palladium (10% on carbon). The catalyst was filtered off and the mixture was concentrated to give the title product as a colourless oil.